Dataset: the Open Reaction Database (ORD), a public repository of structured organic reaction records. Task: describe an organic reaction: reactants, conditions, products, and yield Starting materials: [H-].[Na+] (sodium hydride), C(C)(=O)S (thioacetic S-acid), CS(=O)(=O)O[C@@H]1C[C@H](N(C1)C(=O)OCC1=CC=C(C=C1)[N+](=O)[O-])CN1C(N(CC1)C)=O ((2S,4R)-4-methanesulfonyloxy-2-(3-methyl-2-oxoimidazolidin-1-yl)methyl-1-(4-nitrobenzyloxycarbonyl)-pyrrolidine), ice water. The solvent is CN(C=O)C (N,N-dimethylformamide), CN(C=O)C (N,N-dimethylformamide). Product: C(C)(=O)S[C@H]1C[C@H](N(C1)C(=O)OCC1=CC=C(C=C1)[N+](=O)[O-])CN1C(N(CC1)C)=O ((2S,4S)-4-acetylthio-2-(3-methyl-2-oxoimidazolidin-1-yl)methyl-1-(4 -nitrobenzyloxycarbonyl)pyrrolidine). Reaction SMILES: [H-].[Na+].[C:3]([SH:6])(=[O:5])[CH3:4].CS(O[C@H:12]1[CH2:16][N:15]([C:17]([O:19][CH2:20][C:21]2[CH:26]=[CH:25][C:24]([N+:27]([O-:29])=[O:28])=[CH:23][CH:22]=2)=[O:18])[C@H:14]([CH2:30][N:31]2[CH2:35][CH2:34][N:33]([CH3:36])[C:32]2=[O:37])[CH2:13]1)(=O)=O>CN(C)C=O>[C:3]([S:6][C@@H:12]1[CH2:16][N:15]([C:17]([O:19][CH2:20][C:21]2[CH:22]=[CH:23][C:24]([N+:27]([O-:29])=[O:28])=[CH:25][CH:26]=2)=[O:18])[C@H:14]([CH2:30][N:31]2[CH2:35][CH2:34][N:33]([CH3:36])[C:32]2=[O:37])[CH2:13]1)(=[O:5])[CH3:4] |f:0.1|. Reported procedure: To a solution of sodium hydride (0.35 g) in N,N-dimethylformamide (30 ml) was added dropwise thioacetic S-acid (0.74 ml) with stirring under ice-cooling. The mixture was stirred at the same temperature for 30 minutes. A solution of (2S,4R)-4-methanesulfonyloxy-2-(3-methyl-2-oxoimidazolidin-1-yl)methyl-1-(4-nitrobenzyloxycarbonyl)-pyrrolidine (3.17 g) in N,N-dimethylformamide (7 ml) was added to the mixture obtained above with stirring at the same temperature. The mixture was stirred at 80°-90° C... The reactants are CS(=O)(=O)Cl (Methanesulphonyl chloride), C1(=CC=CC=C1)COC(NCCC1=CNC2=CC=C(C=C12)CN)=O (phenylmethyl[2-[5-(aminomethyl)-1H-indol-3-yl]ethyl]carbamate). The solvent is N1=CC=CC=C1 (pyridine). Reaction conditions: time 1 hour. The product is C1(=CC=CC=C1)COC(NCCC1=CNC2=CC=C(C=C12)CNS(=O)(=O)C)=O (Phenylmethyl[2-[5-[[(Methylsulphonyl)amino]methyl]-1H-indol-3-yl]ethyl]carbamate). As a reaction SMILES: [CH3:1][S:2](Cl)(=[O:4])=[O:3].[C:6]1([CH2:12][O:13][C:14](=[O:29])[NH:15][CH2:16][CH2:17][C:18]2[C:26]3[C:21](=[CH:22][CH:23]=[C:24]([CH2:27][NH2:28])[CH:25]=3)[NH:20][CH:19]=2)[CH:11]=[CH:10][CH:9]=[CH:8][CH:7]=1>N1C=CC=CC=1>[C:6]1([CH2:12][O:13][C:14](=[O:29])[NH:15][CH2:16][CH2:17][C:18]2[C:26]3[C:21](=[CH:22][CH:23]=[C:24]([CH2:27][NH:28][S:2]([CH3:1])(=[O:4])=[O:3])[CH:25]=3)[NH:20][CH:19]=2)[CH:11]=[CH:10][CH:9]=[CH:8][CH:7]=1. Procedure: Methanesulphonyl chloride (0.3 ml) was added in 3 portions over 3 h to a stirred, ice-cold solution of phenylmethyl[2-[5-(aminomethyl)-1H-indol-3-yl]ethyl]carbamate (0.45 g) in dry pyridine (15 ml). After a further 1 h, the mixture was partitioned between ice-cooled hydrochloric acid (1N, 300 ml) and ethyl acetate (200 ml). The organic layer was washed with brine (80 ml) and potassium carbonate solution (ca. 40%; 50 ml), dried (Na2SO4) and evaporated in vacuo to leave a yellow gum (0.45 g). Chro... The reactants are COC1=C(C=CC=C1)C(CC(C=O)(C(F)(F)F)O)(C)C (4-(2-methoxyphenyl)-2-hydroxy-4-methyl-2-(trifluoromethyl)pentanal), NC1=C2C=NNC(C2=CC=C1)=O (5-amino-phthalazin-1-one), imine, B(Br)(Br)Br (BBr3). The product is OC1(C(C2=CC=CC(=C2C(C1)(C)C)OC)NC1=C2C=NNC(C2=CC=C1)=O)C(F)(F)F (5-{[2-hydroxy-4,4-dimethyl-5-methoxy-2-(trifluoromethyl)-1,2,3,4-tetrahydronaphthalen-1-yl]amino}-phthalazin-1(2H)-one), OC1(C(C2=CC=CC(=C2C(C1)(C)C)O)NC1=C2C=NNC(C2=CC=C1)=O)C(F)(F)F (5-{[2,5-dihydroxy-4,4-dimethyl-2-(trifluoromethyl)-1,2,3,4-tetrahydronaphthalen-1-yl]amino}-phthalazin-1(2H)-one), imine. As a reaction SMILES: [CH3:1][O:2][C:3]1[CH:8]=[CH:7][CH:6]=[CH:5][C:4]=1[C:9]([CH3:20])([CH3:19])[CH2:10][C:11]([OH:18])([C:14]([F:17])([F:16])[F:15])[CH:12]=O.[NH2:21][C:22]1[CH:31]=[CH:30][CH:29]=[C:28]2[C:23]=1[CH:24]=[N:25][NH:26][C:27]2=[O:32].B(Br)(Br)Br>>[OH:18][C:11]1([C:14]([F:17])([F:15])[F:16])[CH2:10][C:9]([CH3:19])([CH3:20])[C:4]2[C:5](=[CH:6][CH:7]=[CH:8][C:3]=2[O:2][CH3:1])[CH:12]1[NH:21][C:22]1[CH:31]=[CH:30][CH:29]=[C:28]2[C:23]=1[CH:24]=[N:25][NH:26][C:27]2=[O:32].[OH:18][C:11]1([C:14]([F:15])([F:16])[F:17])[CH2:10][C:9]([CH3:19])([CH3:20])[C:4]2[C:5](=[CH:6][CH:7]=[CH:8][C:3]=2[OH:2])[CH:12]1[NH:21][C:22]1[CH:31]=[CH:30][CH:29]=[C:28]2[C:23]=1[CH:24]=[N:25][NH:26][C:27]2=[O:32]. Procedure details: Analogously to Example 10, the corresponding imine is produced starting from 500 mg of 4-(2-methoxyphenyl)-2-hydroxy-4-methyl-2-(trifluoromethyl)pentanal and 277 mg of 5-amino-phthalazin-1-one. As in Example 2, 32 mg of 5-{[2-hydroxy-4,4-dimethyl-5-methoxy-2-(trifluoromethyl)-1,2,3,4-tetrahydronaphthalen-1-yl]amino}-phthalazin-1(2H)-one as fraction 1 and 35 mg of 5-{[2,5-dihydroxy-4,4-dimethyl-2-(trifluoromethyl)-1,2,3,4-tetrahydronaphthalen-1-yl]amino}-phthalazin-1(2H)-one as fraction 3 are obt... The reactants are C(C)(C)(C)C=1N=C(C=2C(N1)=NN(N2)CC)N2CC(CC2)(F)F (5-tert-Butyl-7-(3,3-difluoro-pyrrolidin-1-yl)-2-ethyl-2H-[1,2,3]triazolo[4,5-d]pyrimidine), C(C)(C)(C)C=1N=C(C2=C(N1)NN=N2)N2CC(CC2)(F)F (5-tert-butyl-7-(3,3-difluoropyrrolidin-1-yl)-3H-[1,2,3]triazolo[4,5-d]pyrimidine), Br.BrCC(=O)C1=NC=CC=C1 (2-bromo-1-(pyridin-2-yl)ethanone hydrobromide). Yields the product C(C)(C)(C)C=1N=C(C=2C(N1)=NN(N2)CC(=O)C2=NC=CC=C2)N2CC(CC2)(F)F (2-[5-tert-Butyl-7-(3,3-difluoro-pyrrolidin-1-yl)-[1,2,3]triazolo[4,5-d]pyrimidin-2-yl]-1-pyridin-2-yl-ethanone). Reaction SMILES: C(C1N=C(N2CCC(F)(F)C2)C2C(=NN(CC)N=2)N=1)(C)(C)C.[C:23]([C:27]1[N:28]=[C:29]([N:36]2[CH2:40][CH2:39][C:38]([F:42])([F:41])[CH2:37]2)[C:30]2[N:35]=[N:34][NH:33][C:31]=2[N:32]=1)([CH3:26])([CH3:25])[CH3:24].Br.Br[CH2:45][C:46]([C:48]1[CH:53]=[CH:52][CH:51]=[CH:50][N:49]=1)=[O:47]>>[C:23]([C:27]1[N:28]=[C:29]([N:36]2[CH2:40][CH2:39][C:38]([F:41])([F:42])[CH2:37]2)[C:30]2[C:31](=[N:33][N:34]([CH2:45][C:46]([C:48]3[CH:53]=[CH:52][CH:51]=[CH:50][N:49]=3)=[O:47])[N:35]=2)[N:32]=1)([CH3:26])([CH3:24])[CH3:25] |f:2.3|. Procedure: In analogy to the procedure described for the synthesis of 5-tert-butyl-7-(3,3-difluoro-pyrrolidin-1-yl)-2-ethyl-2H-[1,2,3]triazolo[4,5-d]pyrimidine (example 3, step b), the title compound was prepared from 5-tert-butyl-7-(3,3-difluoropyrrolidin-1-yl)-3H-[1,2,3]triazolo[4,5-d]pyrimidine and 2-bromo-1-(pyridin-2-yl)ethanone hydrobromide and isolated as brown solid. MS (m/e): 402.3 (MH+).